Task: describe an organic reaction: reactants, conditions, products, and yield. Dataset: the Open Reaction Database (ORD), a public repository of structured organic reaction records The reactants are BrC1=C(N(N=C1)C)C=1C=C(C=CC1OC)N (3-(4-Bromo-2-methyl-2H-pyrazol-3-yl)-4-methoxy-phenylamine), ClC=1C=C(C=CC1)N=C=O (3-chlorophenyl isocyanate). The solvent is C(Cl)Cl (CH2Cl2). Yields the product BrC1=C(N(N=C1)C)C=1C=C(C=CC1OC)NC(=O)NC1=CC(=CC=C1)Cl (1-[3-(4-Bromo-2-methyl-2H-pyrazol-3-yl)-4-methoxy-phenyl]-3-(3Chloro-phenyl)-urea). The yield is 92.2%. RXN SMILES: [Br:1][C:2]1[CH:6]=[N:5][N:4]([CH3:7])[C:3]=1[C:8]1[CH:9]=[C:10]([NH2:16])[CH:11]=[CH:12][C:13]=1[O:14][CH3:15].[Cl:17][C:18]1[CH:19]=[C:20]([N:24]=[C:25]=[O:26])[CH:21]=[CH:22][CH:23]=1>C(Cl)Cl>[Br:1][C:2]1[CH:6]=[N:5][N:4]([CH3:7])[C:3]=1[C:8]1[CH:9]=[C:10]([NH:16][C:25]([NH:24][C:20]2[CH:21]=[CH:22][CH:23]=[C:18]([Cl:17])[CH:19]=2)=[O:26])[CH:11]=[CH:12][C:13]=1[O:14][CH3:15]. Procedure details: To a stirred solution of 3-(4-Bromo-2-methyl-2H-pyrazol-3-yl)-4-methoxy-phenylamine (0.015 g, 0.051 mmol) in CH2Cl2 (1 mL) was added 3-chlorophenyl isocyanate (0.008 g, 7 μL, 0.054 mol, 1.05 equiv.). After the TLC showed the consumption of the starting material, it was isolated by preparative thin layer chromatography (TLC) (Eluent: EtOAc/Hexane=1/1) and Compound 20 (0.020 g, 0.047 mmol, 92%) was obtained as a solid film. LCMS m/z (%)=435 (M+H79Br, 68), 437 (M+H81Br, 100). 1H NMR (400 MHz, aceto... The reactants are BrC1=CC=C(C=C1)C1=C(C(=NO1)C)C(O)C=1N=NN(C1)CC1=CC(=CC=C1)C(F)(F)F ([5-(4-bromo-phenyl)-3-methyl-isoxazol-4-yl]-[1-(3-trifluoromethyl-benzyl)-1H-[1,2,3]triazol-4-yl]-methanol), CC1(OB(OC1(C)C)C1=CC=C(C=C1)C1(CC1)C(=O)NS(=O)(=O)C)C (N-{1-[4-(4,4,5,5-tetramethyl-[1,3,2]dioxaborolan-2-yl)-phenyl]-cyclopropanecarbonyl}-methanesulfonamide). The product is OC(C=1C(=NOC1C1=CC=C(C=C1)C1=CC=C(C=C1)C1(CC1)C(=O)NS(=O)(=O)C)C)C=1N=NN(C1)CC1=CC(=CC=C1)C(F)(F)F (N-{1-[4′-(4-{Hydroxy-[1-(3-trifluoromethyl-benzyl)-1H-[1,2,3]triazol-4-yl]-methyl}-3-methyl-isoxazol-5-yl)-biphenyl-4-yl]-cyclopropanecarbonyl}-methanesulfonamide). As a reaction SMILES: Br[C:2]1[CH:7]=[CH:6][C:5]([C:8]2[O:12][N:11]=[C:10]([CH3:13])[C:9]=2[CH:14]([C:16]2[N:17]=[N:18][N:19]([CH2:21][C:22]3[CH:27]=[CH:26][CH:25]=[C:24]([C:28]([F:31])([F:30])[F:29])[CH:23]=3)[CH:20]=2)[OH:15])=[CH:4][CH:3]=1.CC1(C)C(C)(C)OB([C:40]2[CH:45]=[CH:44][C:43]([C:46]3([C:49]([NH:51][S:52]([CH3:55])(=[O:54])=[O:53])=[O:50])[CH2:48][CH2:47]3)=[CH:42][CH:41]=2)O1>>[OH:15][CH:14]([C:16]1[N:17]=[N:18][N:19]([CH2:21][C:22]2[CH:27]=[CH:26][CH:25]=[C:24]([C:28]([F:31])([F:30])[F:29])[CH:23]=2)[CH:20]=1)[C:9]1[C:10]([CH3:13])=[N:11][O:12][C:8]=1[C:5]1[CH:6]=[CH:7][C:2]([C:40]2[CH:41]=[CH:42][C:43]([C:46]3([C:49]([NH:51][S:52]([CH3:55])(=[O:54])=[O:53])=[O:50])[CH2:48][CH2:47]3)=[CH:44][CH:45]=2)=[CH:3][CH:4]=1. Procedure details: Prepared according to the procedure described in Example 166, Step 3, using [5-(4-bromo-phenyl)-3-methyl-isoxazol-4-yl]-[1-(3-trifluoromethyl-benzyl)-1H-[1,2,3]triazol-4-yl]-methanol and N-{1-[4-(4,4,5,5-tetramethyl-[1,3,2]dioxaborolan-2-yl)-phenyl]-cyclopropanecarbonyl}-methanesulfonamide. Starting materials: C(C)(=O)O (acetic acid), [OH-].[Na+] (sodium hydroxide), ClCC(=O)NC(CC1=CC=C(C=C1)C)(C)C (2-chloro-N-(2-methyl-1-p-tolylpropan-2-yl)acetamide), NC(=S)N (thiourea). Solvent: C(C)O (ethanol), O (water). Reaction conditions: temperature 85 celsius, time 3 hour. Product: CC(CC1=CC=C(C=C1)C)(C)N (2-methyl-1-p-tolylpropan-2-amine). Yield: 95.2%. Reaction SMILES: ClCC([NH:5][C:6]([CH3:16])([CH3:15])[CH2:7][C:8]1[CH:13]=[CH:12][C:11]([CH3:14])=[CH:10][CH:9]=1)=O.NC(N)=S.C(O)(=O)C.[OH-].[Na+]>C(O)C.O>[CH3:16][C:6]([NH2:5])([CH3:15])[CH2:7][C:8]1[CH:13]=[CH:12][C:11]([CH3:14])=[CH:10][CH:9]=1 |f:3.4|. Procedure: 6.24 g (26.0 mmol) of 2-chloro-N-(2-methyl-1-p-tolylpropan-2-yl)acetamide and 1.98 g (26.0 mmol) of thiourea were dissolved in 50 mL of ethanol, and 10.2 mL of acetic acid was added dropwise at room temperature. After 3 hours of stirring at 85° C. the resulting white suspension was allowed to cool and diluted with 300 mL of water. The reaction solution was basified with 20 wt % aqueous sodium hydroxide and extracted with hexane, and the extract was washed with saturated aqueous sodium chloride. ... Starting materials: S(=O)(Cl)Cl (Thionyl chloride), CS(=O)(=O)OC1=CC(=C(C=C1)O)C(CO)(C)C (4-hydroxy-3-(2-hydroxy-1,1-dimethylethyl)phenyl methanesulphonate). Solvent: C1(=CC=CC=C1)C (toluene). Conditions: temperature 50 celsius. Yields the product CS(=O)(=O)OC=1C=CC2=C(C(COS(O2)=O)(C)C)C1 (4,5-dihydro-5,5-dimethyl-2-oxido-1,3,2-benzodioxathiepin-7-yl methanesulphonate). Isolated yield 90.0%. Reaction SMILES: [S:1](Cl)(Cl)=[O:2].[CH3:5][S:6]([O:9][C:10]1[CH:15]=[CH:14][C:13]([OH:16])=[C:12]([C:17]([CH3:21])([CH3:20])[CH2:18][OH:19])[CH:11]=1)(=[O:8])=[O:7]>C1(C)C=CC=CC=1>[CH3:5][S:6]([O:9][C:10]1[CH:15]=[CH:14][C:13]2[O:16][S:1](=[O:2])[O:19][CH2:18][C:17]([CH3:20])([CH3:21])[C:12]=2[CH:11]=1)(=[O:8])=[O:7]. Procedure: Thionyl chloride (12 parts) was added dropwise at room temperature to a suspension of 4-hydroxy-3-(2-hydroxy-1,1-dimethylethyl)phenyl methanesulphonate (5 parts) (from Example 1) in toluene (50 parts). The mixture was gently warmed to 50° C. when reaction commenced, then maintained at this temperature for 15 minutes. The temperature was then raised to boiling point and the mixture boiled under reflux for 2 hours. The solvent was then evaporated off under reduced pressure to give crude 4,5-dihydr... Reactants: C(C)OC(=O)C=1NC(=C(C1O)O)C(=O)OCC (2,5-Bis-ethoxycarbonyl-3,4-dihydroxypyrrole). The reagents and catalysts are [Rh] (Rhodium on carbon). Solvent: OS(=O)(=O)O (H2SO4). Conditions: time 8 hour. The product is C(C)OC(=O)C1NC(CC1O)C(=O)OCC (2,5-Bis-ethoxycarbonyl-3-hydroxypyrrolidine). Reaction SMILES: [CH2:1]([O:3][C:4]([C:6]1[NH:7][C:8]([C:13]([O:15][CH2:16][CH3:17])=[O:14])=[C:9](O)[C:10]=1[OH:11])=[O:5])[CH3:2]>OS(O)(=O)=O.[Rh]>[CH2:1]([O:3][C:4]([CH:6]1[CH:10]([OH:11])[CH2:9][CH:8]([C:13]([O:15][CH2:16][CH3:17])=[O:14])[NH:7]1)=[O:5])[CH3:2]. Reported procedure: 2,5-Bis-ethoxycarbonyl-3,4-dihydroxypyrrole (1.0 g, 4.1 mmol) was dissolved in 3% ethanolic H2SO4 (50 ml). Rhodium on carbon (5%) (1.0 g) was added and the reduction reaction was allowed to run under hydrogen (9.4 bar) at 80° C. overnight. The catalyst was filtered off and the solvent evaporated. The reaction mixture was dissolved in water, the pH was adjsusted with Na2CO3, and extracted with dichloromethane. The crude mixture was chromatographed on silica and the title product was isolated. Yie... The reactants are N[C@@H]1[C@@H](CN(CC1)C=1OC(=C(N1)C(=O)OCCCC)C(C)C)OC (Butyl cis(±)-2-(4-amino-3-methoxypiperidin-1-yl)-5-isopropyl-1,3-oxazole-4-carboxylate), C=1C=CC2=C(C1)N=NN2O (HOBt), ClC=1N=C(NC1CC)C(=O)O (4-chloro-5-ethyl-1H-imidazole-2-carboxylic acid), CCN=C=NCCCN(C)C.Cl (WSC hydrochloride). Solvent: ClCCl (dichloromethane), CC(=O)N(C)C (DMA). Product: ClC=1N=C(NC1CC)C(=O)N[C@@H]1[C@@H](CN(CC1)C=1OC(=C(N1)C(=O)OCCCC)C(C)C)OC (Butyl cis(±)-2-(4-{[(4-chloro-5-ethyl-1H-imidazol-2-yl)carbonyl]amino}-3-methoxypiperidin-1-yl)-5-isopropyl-1,3-oxazole-4-carboxylate). Isolated yield 80.6%. RXN SMILES: [NH2:1][C@H:2]1[CH2:7][CH2:6][N:5]([C:8]2[O:9][C:10]([CH:20]([CH3:22])[CH3:21])=[C:11]([C:13]([O:15][CH2:16][CH2:17][CH2:18][CH3:19])=[O:14])[N:12]=2)[CH2:4][C@H:3]1[O:23][CH3:24].[Cl:25][C:26]1[N:27]=[C:28]([C:33](O)=[O:34])[NH:29][C:30]=1[CH2:31][CH3:32].CCN=C=NCCCN(C)C.Cl.C1C=CC2N(O)N=NC=2C=1>ClCCl.CC(N(C)C)=O>[Cl:25][C:26]1[N:27]=[C:28]([C:33]([NH:1][C@H:2]2[CH2:7][CH2:6][N:5]([C:8]3[O:9][C:10]([CH:20]([CH3:21])[CH3:22])=[C:11]([C:13]([O:15][CH2:16][CH2:17][CH2:18][CH3:19])=[O:14])[N:12]=3)[CH2:4][C@H:3]2[O:23][CH3:24])=[O:34])[NH:29][C:30]=1[CH2:31][CH3:32] |f:2.3|. Reported procedure: The same operation as in Example (106d) was performed using butyl cis(±)-2-(4-amino-3-methoxypiperidin-1-yl)-5-isopropyl-1,3-oxazole-4-carboxylate obtained in Example (111c) (0.31 g, 0.91 mmol), 4-chloro-5-ethyl-1H-imidazole-2-carboxylic acid (0.11 g, 0.6 mmol), WSC hydrochloride (0.39 g, 2 mmol), HOBt (0.13 g, 1 mmol), DMA (3 mL) and dichloromethane (3 mL). The resulting residue was purified by silica gel column chromatography (elution solvent: ethyl acetate/hexane=1/4, 2/3, 3/2, 4/1) to obtain... The reactants are ClC1=C(C(=O)O)C=C(C(=C1)F)[N+](=O)[O-] (2-chloro-4-fluoro-5-nitro-benzoic acid), CN (methylamine), CN (Methylamine), ice, Cl (HCl). The solvent is O (water), O (water). Reaction conditions: time 3 hour. Product: ClC1=C(C(=O)O)C=C(C(=C1)NC)[N+](=O)[O-] (2-Chloro-4-methylamino-5-nitro-benzoic acid). RXN SMILES: [CH3:1][NH2:2].[Cl:3][C:4]1[CH:12]=[C:11](F)[C:10]([N+:14]([O-:16])=[O:15])=[CH:9][C:5]=1[C:6]([OH:8])=[O:7].Cl>O>[Cl:3][C:4]1[CH:12]=[C:11]([NH:2][CH3:1])[C:10]([N+:14]([O-:16])=[O:15])=[CH:9][C:5]=1[C:6]([OH:8])=[O:7]. Procedure details: Methylamine (40% aq solution, 8.25 mL) is added to an ice-cooled mixture of 2-chloro-4-fluoro-5-nitro-benzoic acid (7.00 g, 31 mmol) and 70 mL water. After 2 h additional 0.5 mL methylamine solution is added and it is stirred for additional 3 h. Then 200 mL of water and 47 mL 1N aq HCl are added and the resulting precipitate is filtered off, washed with water and dried.